From a dataset of the Open Reaction Database (ORD), a public repository of structured organic reaction records. describe an organic reaction: reactants, conditions, products, and yield Reactants: ClC1=C(N)C=CC(=C1I)Cl (2,4-dichloro-3-iodoaniline), C(=O)([O-])[O-].[K+].[K+] (K2CO3), COCCOC.O (DME water). The reagents and catalysts are [Pd].C1(=CC=CC=C1)P(C1=CC=CC=C1)C1=CC=CC=C1.C1(=CC=CC=C1)P(C1=CC=CC=C1)C1=CC=CC=C1.C1(=CC=CC=C1)P(C1=CC=CC=C1)C1=CC=CC=C1.C1(=CC=CC=C1)P(C1=CC=CC=C1)C1=CC=CC=C1 (Tetrakis(triphenylphosphine) palladium(0)). Conditions: temperature 80 celsius. The product is ClC1=C(N)C=CC(=C1C=C)Cl (2,4-dichloro-3-vinylaniline). RXN SMILES: [Cl:1][C:2]1[C:8](I)=[C:7]([Cl:10])[CH:6]=[CH:5][C:3]=1[NH2:4].C([O-])([O-])=O.[K+].[K+].CO[CH2:19][CH2:20]OC.O>[Pd].C1(P(C2C=CC=CC=2)C2C=CC=CC=2)C=CC=CC=1.C1(P(C2C=CC=CC=2)C2C=CC=CC=2)C=CC=CC=1.C1(P(C2C=CC=CC=2)C2C=CC=CC=2)C=CC=CC=1.C1(P(C2C=CC=CC=2)C2C=CC=CC=2)C=CC=CC=1>[Cl:1][C:2]1[C:8]([CH:19]=[CH2:20])=[C:7]([Cl:10])[CH:6]=[CH:5][C:3]=1[NH2:4] |f:1.2.3,4.5,6.7.8.9.10|. Procedure: To a solution of 2,4-dichloro-3-iodoaniline (9.0 g, 31 mmol) in DME/water (180 mLU60 mL) is added vinyl triboroxine pyridine complex (5.0 g, 20.8 mmol) and K2CO3 (8.5 g, 62.0 mmol). The reaction mixture is stirred and N2 is bubbled in for 15 min. Tetrakis(triphenylphosphine) palladium(0) (1.8 g, 1.6 mmol) is added at room temperature and N2 is bubbled in for additional 20 min. The reaction mixture is heated to 80° C. and stirred for 18 hours, when the GC-MS showed the reaction is complete. The m... Starting materials: C(C)(=O)O[C@H](C#C)CC[C@H](COS(=O)(=O)C1=CC=C(C=C1)C)O ((3S,6R)-3-acetoxy-6-hydroxy-7-p-toluene sulfonyloxy-hept-1-yne), C(=O)([O-])[O-].[K+].[K+] (K2CO3), [NH4+].[Cl-] (NH4Cl). The solvent is CO (MeOH). Reaction conditions: time 2 hour. The product is C(#C)[C@@H]1CC[C@@H](O1)CO ((2R,5S)-5-ethynyl-2-(hydroxymethyl)-tetrahydrofuran). Yield: 120.1%. As a reaction SMILES: C(O[C@@H:5]([CH2:8][CH2:9][C@@H:10]([OH:23])[CH2:11][O:12]S(C1C=CC(C)=CC=1)(=O)=O)[C:6]#[CH:7])(=O)C.C([O-])([O-])=O.[K+].[K+].[NH4+].[Cl-]>CO>[C:6]([C@H:5]1[O:23][C@@H:10]([CH2:11][OH:12])[CH2:9][CH2:8]1)#[CH:7] |f:1.2.3,4.5|. Procedure: To a solution of (3S,6R)-3-acetoxy-6-hydroxy-7-p-toluene sulfonyloxy-hept-1-yne 48 (0.9 g, 2.64 mmol) in MeOH (15 mL) at room temperature, K2CO3 (0.805 g, 5.83 mmol) was added and the mixture was stirred for 2h. It was treated with NH4Cl solution, evaporated MeOH and the residue extracted with EtOAc (3×20 mL). Organic layer was washed with water (10 mL), brine (10 mL), dried (Na2SO4) evaporated. The residue obtained was purified by column chromatography (Si-gel, 20% EtOAc-hexane) to furnish (2R,... Starting materials: C(=O)C1=CC=C(C=C1)C1=NOC(=C1)C(=O)N (3-(4-formyl-phenyl)-isoxazole-5-carboxylic acid amide), C(=O)C1=CC=C(C=C1)C1=NOC(=C1)C(=O)N (3-(4-formyl-phenyl)-isoxazole-5-carboxylic acid amide), C(=O)([O-])[O-].[Na+].[Na+] (Na2CO3), CC1NC2=CC=CC=C2C1 (2-methylindoline), [BH-](OC(=O)C)(OC(=O)C)OC(=O)C.[Na+] (Na(OAc)3BH). The solvent is ClC(C)Cl (dichloroethane), CC(=O)O (AcOH), ClC(C)Cl (dichloroethane). Reaction conditions: time 20 minute. The product is CC1N(C2=CC=CC=C2C1)CC1=CC=C(C=C1)C1=NOC(=C1)C(=O)N (3-[4-(2-methyl-2,3-dihydro-indol-1-ylmethyl)-phenyl]-isoxazole-5-carboxylic acid amide). The yield is 80.6%. RXN SMILES: [CH3:1][CH:2]1[CH2:10][C:9]2[C:4](=[CH:5][CH:6]=[CH:7][CH:8]=2)[NH:3]1.[BH-](OC(C)=O)(OC(C)=O)OC(C)=O.[Na+].[CH:25]([C:27]1[CH:32]=[CH:31][C:30]([C:33]2[CH:37]=[C:36]([C:38]([NH2:40])=[O:39])[O:35][N:34]=2)=[CH:29][CH:28]=1)=O.C([O-])([O-])=O.[Na+].[Na+]>ClC(Cl)C.CC(O)=O>[CH3:1][CH:2]1[CH2:10][C:9]2[C:4](=[CH:5][CH:6]=[CH:7][CH:8]=2)[N:3]1[CH2:25][C:27]1[CH:28]=[CH:29][C:30]([C:33]2[CH:37]=[C:36]([C:38]([NH2:40])=[O:39])[O:35][N:34]=2)=[CH:31][CH:32]=1 |f:1.2,4.5.6|. Procedure details: To a solution of 2-methylindoline (21 μL, 0.16 mmol) in dichloroethane (1 mL) was added Na(OAc)3BH (88 mg, 0.415 mmol). The mixture was stirred at room temperature under argon for 20 min. A slurry of 3-(4-formyl-phenyl)-isoxazole-5-carboxylic acid amide (which may be prepared as described in Preparation of Intermediate 20; 20 mg, 0.093 mmol) in dichloroethane (1 mL) was added, followed by AcOH (20 μL). The reaction mixture was stirred at room temperature overnight. 1 M Na2CO3 solution was added ... Reaction SMILES: [CH2:1]([C:3]1([C:40]2[CH:45]=[CH:44][C:43]([OH:46])=[CH:42][CH:41]=2)[CH:12]([CH2:13]CCCCCCCCC(CCCCCCC(F)(F)C(F)(F)F)C(O)=O)[C:11]2[C:6](=[CH:7][C:8]([OH:39])=[CH:9][CH:10]=2)[O:5][CH2:4]1)[CH3:2].[F:47][C:48]([F:71])([C:67]([F:70])([F:69])[F:68])[CH2:49][CH2:50][CH2:51][CH2:52][CH2:53][CH:54]([CH2:60][CH2:61][CH2:62][CH2:63][CH2:64][CH:65]=[CH2:66])[C:55]([O:57]CC)=[O:56]>>[CH2:1]([C:3]1([C:40]2[CH:41]=[CH:42][C:43]([OH:46])=[CH:44][CH:45]=2)[CH:12]([CH2:13][CH2:66][CH2:65][CH2:64][CH2:63][CH2:62][CH2:61][CH2:60][CH:54]([CH2:53][CH2:52][CH2:51][CH2:50][CH2:49][C:48]([F:47])([F:71])[C:67]([F:68])([F:69])[F:70])[C:55]([OH:57])=[O:56])[C:11]2[C:6](=[CH:7][C:8]([OH:39])=[CH:9][CH:10]=2)[O:5][CH2:4]1)[CH3:2]. Procedure: Starting with the allyl compound prepared in Example 21 and the ethyl 2-(6,6,7,7,7-pentafluoroheptyl)-8-nonenoate prepared in Example 11, the same procedure as shown in Example 21 was repeated to give 10-[(3RS,4RS)-3-ethyl-7-hydroxy-3-(4-hydroxyphenyl)chroman-4-yl]-2-(6,6,7,7,7-pentafluoroheptyl)decanoic acid. Reactants: C(C)C1(COC2=CC(=CC=C2C1CCCCCCCCCC(C(=O)O)CCCCCCC(C(F)(F)F)(F)F)O)C1=CC=C(C=C1)O (11-[(3RS,4RS)-3-ethyl-7-hydroxy-3-(4-hydroxyphenyl)chroman-4-yl]-2-(7,7,8,8,8-pentafluorooctyl)-undecanoic acid), FC(CCCCCC(C(=O)OCC)CCCCCC=C)(C(F)(F)F)F (ethyl 2-(6,6,7,7,7-pentafluoroheptyl)-8-nonenoate). The product is C(C)C1(COC2=CC(=CC=C2C1CCCCCCCCC(C(=O)O)CCCCCC(C(F)(F)F)(F)F)O)C1=CC=C(C=C1)O (10-[(3RS,4RS)-3-ethyl-7-hydroxy-3-(4-hydroxyphenyl)chroman-4-yl]-2-(6,6,7,7,7-pentafluoroheptyl)decanoic acid).